Dataset: the Open Reaction Database (ORD), a public repository of structured organic reaction records. Task: describe an organic reaction: reactants, conditions, products, and yield The reactants are CCCCCCCCCCCCCCCCCCCCCCCCCCCC(=O)O, CC(C)(CO)CO, [Sn]. Yields the product CCCCCCCCCCCCCCCCCCCCCCCCCCCC(=O)O, CC(C)(CO)CO. RXN SMILES: [CH3:8][CH2:9][CH2:10][CH2:11][CH2:12][CH2:13][CH2:14][CH2:15][CH2:16][CH2:17][CH2:18][CH2:19][CH2:20][CH2:21][CH2:22][CH2:23][CH2:24][CH2:25][CH2:26][CH2:27][CH2:28][CH2:29][CH2:30][CH2:31][CH2:32][CH2:33][CH2:34][C:35]([OH:36])=[O:37].[OH:1][CH2:2][C:3]([CH3:4])([CH2:5][OH:6])[CH3:7].[Sn:38]>>[CH3:8][CH2:9][CH2:10][CH2:11][CH2:12][CH2:13][CH2:14][CH2:15][CH2:16][CH2:17][CH2:18][CH2:19][CH2:20][CH2:21][CH2:22][CH2:23][CH2:24][CH2:25][CH2:26][CH2:27][CH2:28][CH2:29][CH2:30][CH2:31][CH2:32][CH2:33][CH2:34][C:35](=[O:36])[OH:37].[OH:1][CH2:2][C:3]([CH3:4])([CH2:5][OH:6])[CH3:7]. Reactants: Cl.ClC1=CC=C2NC=C(CCN)C2=C1 (5-chlorotryptamine hydrochloride), [OH-].[Na+] (NaOH). Solvent: ClCCl (dichloromethane). Reaction conditions: time 30 minute. The product is ClC1=CC=C2NC=C(CCN)C2=C1 (5-Chlorotryptamine). RXN SMILES: Cl.[Cl:2][C:3]1[CH:14]=[C:13]2[C:6]([NH:7][CH:8]=[C:9]2[CH2:10][CH2:11][NH2:12])=[CH:5][CH:4]=1.[OH-].[Na+]>ClCCl>[Cl:2][C:3]1[CH:14]=[C:13]2[C:6]([NH:7][CH:8]=[C:9]2[CH2:10][CH2:11][NH2:12])=[CH:5][CH:4]=1 |f:0.1,2.3|. Procedure details: Add 5-chlorotryptamine hydrochloride (15 g, 0.06 mole) water (150 ml), NaOH 1N (75 ml), and dichloromethane (350 mL). Stir the mixture at room temperature for 30 minutes, and separate the phases. Wash the aqueous phase with dichloromethane, combine the organic phases, dry over MgSO4, filter, and evaporate to dryness under vacuum to give the title compound. The reactants are CCO, COC(=O)c1ccc(CON=Cc2cn(Cc3ccccc3)c3ccccc23)cc1Br, [Na+], C1CCOC1, [OH-], O. The product is O=C(O)c1ccc(CON=Cc2cn(Cc3ccccc3)c3ccccc23)cc1Br. RXN SMILES: [CH2:35]([OH:36])[CH3:37].[CH3:1][O:2][C:3]([c:4]1[c:5]([Br:30])[cH:6][c:7]([CH2:10][O:11][N:12]=[CH:13][c:14]2[cH:15][n:16]([CH2:23][c:24]3[cH:25][cH:26][cH:27][cH:28][cH:29]3)[c:17]3[cH:18][cH:19][cH:20][cH:21][c:22]23)[cH:8][cH:9]1)=[O:31].[Na+:33].[O:38]1[CH2:39][CH2:40][CH2:41][CH2:42]1.[OH-:32].[OH2:34]>>[O:2]=[C:3]([c:4]1[c:5]([Br:30])[cH:6][c:7]([CH2:10][O:11][N:12]=[CH:13][c:14]2[cH:15][n:16]([CH2:23][c:24]3[cH:25][cH:26][cH:27][cH:28][cH:29]3)[c:17]3[cH:18][cH:19][cH:20][cH:21][c:22]23)[cH:8][cH:9]1)[OH:31]. Starting materials: CCOC(=O)c1cc2cc(OC3CCN(C(C)C)C3)ccc2[nH]1, CO, O. Product: CC(C)N1CCC(Oc2ccc3[nH]c(C(=O)O)cc3c2)C1. RXN SMILES: [CH2:1]([CH3:2])[O:3][C:4](=[O:5])[c:6]1[nH:7][c:8]2[cH:9][cH:10][c:11]([O:15][CH:16]3[CH2:17][N:18]([CH:21]([CH3:22])[CH3:23])[CH2:19][CH2:20]3)[cH:12][c:13]2[cH:14]1.[CH3:24][OH:25].[OH2:26]>>[O:3]=[C:4]([OH:5])[c:6]1[nH:7][c:8]2[cH:9][cH:10][c:11]([O:15][CH:16]3[CH2:17][N:18]([CH:21]([CH3:22])[CH3:23])[CH2:19][CH2:20]3)[cH:12][c:13]2[cH:14]1. The reactants are CCOC(=O)c1oc(C2=CCCCC2)nc1CN1CCOCC1, CO, [H][H]. Product: CCOC(=O)c1oc(C2CCCCC2)nc1CN1CCOCC1. As a reaction SMILES: [CH2:1]([CH3:2])[O:3][C:4](=[O:5])[c:6]1[c:7]([CH2:17][N:18]2[CH2:19][CH2:20][O:21][CH2:22][CH2:23]2)[n:8][c:9]([C:11]2=[CH:12][CH2:13][CH2:14][CH2:15][CH2:16]2)[o:10]1.[CH3:26][OH:27].[H:24][H:25]>>[CH2:1]([CH3:2])[O:3][C:4](=[O:5])[c:6]1[c:7]([CH2:17][N:18]2[CH2:19][CH2:20][O:21][CH2:22][CH2:23]2)[n:8][c:9]([CH:11]2[CH2:12][CH2:13][CH2:14][CH2:15][CH2:16]2)[o:10]1. Reactants: C(C)(=O)OC=1C=C2CC[C@H]3[C@@H]4CCC([C@@]4(C)CC[C@@H]3[C@]2([C@H](C1)C)C)=O (3-acetoxy-1α-methylandrosta-2,4-dien-17-one), BrN1C(=O)N(C(=O)C1(C)C)Br (1,3-dibromo-5,5-dimethylhydantoin). The solvent is O1CCOCC1 (dioxane), O (water). Reaction conditions: time 1 hour. Product: Br[C@H]1C(C=C2CC[C@H]3[C@@H]4CCC([C@@]4(C)CC[C@@H]3[C@]2([C@H]1C)C)=O)=O (2α-Bromo-1α-methyl-4-androstene-3,17-dione). Yield: 193.6%. Reaction SMILES: C([O:4][C:5]1[CH:6]=[C:7]2[C@:20]([CH3:24])([C@@H:21]([CH3:23])[CH:22]=1)[C@@H:19]1[C@H:10]([C@H:11]3[C@@:15]([CH2:17][CH2:18]1)([CH3:16])[C:14](=[O:25])[CH2:13][CH2:12]3)[CH2:9][CH2:8]2)(=O)C.[Br:26]N1C(C)(C)C(=O)N(Br)C1=O>O1CCOCC1.O>[Br:26][C@@H:22]1[C@H:21]([CH3:23])[C@@:20]2([CH3:24])[C:7]([CH2:8][CH2:9][C@@H:10]3[C@@H:19]2[CH2:18][CH2:17][C@@:15]2([CH3:16])[C@H:11]3[CH2:12][CH2:13][C:14]2=[O:25])=[CH:6][C:5]1=[O:4]. Reported procedure: Under ice cooling, a suspension of 5.18 g of 3-acetoxy-1α-methylandrosta-2,4-dien-17-one in 50 ml of dioxane and 100 ml of water is combined in portions with 2.2 g of 1,3-dibromo-5,5-dimethylhydantoin and stirred for one hour at room temperature. Subsequently, the mixture is precipitated into 1 liter of water saturated with sodium chloride, 2.7 g of sodium sulfite is added, and the mixture is stirred for 60 minutes. The precipitated residue is filtered off, washed free of chloride with water, an... The reactants are COc1ccc(C2(O)CCCCC2O)cc1, Cc1ccc(S(=O)(=O)Cl)cc1, c1ccncc1. Product: COc1ccc(C2(O)CCCCC2OS(=O)(=O)c2ccc(C)cc2)cc1. As a reaction SMILES: [CH3:1][O:2][c:3]1[cH:4][cH:5][c:6]([C:9]2([OH:16])[CH:10]([OH:15])[CH2:11][CH2:12][CH2:13][CH2:14]2)[cH:7][cH:8]1.[c:17]1([CH3:27])[cH:18][cH:19][c:20]([S:23](=[O:24])(=[O:25])[Cl:26])[cH:21][cH:22]1.[cH:28]1[cH:29][cH:30][n:31][cH:32][cH:33]1>>[CH3:1][O:2][c:3]1[cH:4][cH:5][c:6]([C:9]2([OH:16])[CH:10]([O:15][S:23]([c:20]3[cH:19][cH:18][c:17]([CH3:27])[cH:22][cH:21]3)(=[O:24])=[O:25])[CH2:11][CH2:12][CH2:13][CH2:14]2)[cH:7][cH:8]1. Reactants: O=CO, COCCN(Cc1ccc(Nc2cc(Cl)nn(C)c2=O)nc1)C(=O)OC(C)(C)C, O. The product is COCCN(C)Cc1ccc(Nc2cc(Cl)nn(C)c2=O)nc1. As a reaction SMILES: [CH:31]([OH:32])=[O:33].[Cl:1][c:2]1[cH:3][c:4]([NH:10][c:11]2[cH:12][cH:13][c:14]([CH2:17][N:18]([C:19](=[O:20])[O:21][C:22]([CH3:23])([CH3:24])[CH3:25])[CH2:26][CH2:27][O:28][CH3:29])[cH:15][n:16]2)[c:5](=[O:9])[n:6]([CH3:8])[n:7]1.[OH2:30]>>[Cl:1][c:2]1[cH:3][c:4]([NH:10][c:11]2[cH:12][cH:13][c:14]([CH2:17][N:18]([CH3:19])[CH2:26][CH2:27][O:28][CH3:29])[cH:15][n:16]2)[c:5](=[O:9])[n:6]([CH3:8])[n:7]1. RXN SMILES: [C:1]1([C:7]2[C:8]([C:12]([NH:14][CH2:15][CH2:16][NH:17]C(=O)OC(C)(C)C)=[O:13])=[N:9][NH:10][CH:11]=2)[CH:6]=[CH:5][CH:4]=[CH:3][CH:2]=1.FC(F)(F)C(O)=O.C(Cl)[Cl:33]>>[ClH:33].[NH2:17][CH2:16][CH2:15][NH:14][C:12]([C:8]1[C:7]([C:1]2[CH:6]=[CH:5][CH:4]=[CH:3][CH:2]=2)=[CH:11][NH:10][N:9]=1)=[O:13] |f:3.4|. Yield: 76.8%. Reactants: C1(=CC=CC=C1)C=1C(=NNC1)C(=O)NCCNC(OC(C)(C)C)=O (t-butyl [2-(4-phenyl-3-pyrazolecarboxamido)ethyl]carbamate), FC(C(=O)O)(F)F (trifluoroacetic acid), C(Cl)Cl (methylene chloride). Reported procedure: 5.0 g (15.1 mmol) of t-butyl [2-(4-phenyl-3-pyrazolecarboxamido)ethyl]carbamate were stirred at room temperature for 16 hours with 6 ml (78.4 mmol) of trifluoroacetic acid and 10 ml of methylene chloride and thereafter evaporated under reduced pressure. The residue was treated with 7 ml of ethanolic hydrochloric acid (17.5% w/v) and evaporated. Recrystallization of the residue from methanol yielded 3.1 g (76.8%) of N-(2-aminoethyl)-4-phenyl-3-pyrazolecarboxamide hydrochloride as white crystals, ... Yields the product Cl.NCCNC(=O)C1=NNC=C1C1=CC=CC=C1 (N-(2-aminoethyl)-4-phenyl-3-pyrazolecarboxamide hydrochloride). The reactants are CCOC(=O)CBr, CC(=O)n1c(=O)[nH]c2cccc(Br)c21, CC(=O)OI1(OC(C)=O)(OC(C)=O)OC(=O)c2ccccc21, [H-], [Na+]. Yields the product CCOC(=O)Cn1c(=O)n(C(C)=O)c2c(Br)cccc21. Reaction SMILES: [Br:3][CH2:4][C:5](=[O:6])[O:7][CH2:8][CH3:9].[C:10]([CH3:11])(=[O:12])[n:13]1[c:14](=[O:23])[nH:15][c:16]2[c:17]1[c:18]([Br:22])[cH:19][cH:20][cH:21]2.[CH3:24][C:25]([O:26][I:27]1([O:37][C:38]([CH3:39])=[O:40])([O:41][C:42]([CH3:43])=[O:44])[c:28]2[c:29]([cH:30][cH:31][cH:32][cH:33]2)[C:34](=[O:35])[O:36]1)=[O:45].[H-:1].[Na+:2]>>[CH2:4]([C:5](=[O:6])[O:7][CH2:8][CH3:9])[n:15]1[c:14](=[O:23])[n:13]([C:10]([CH3:11])=[O:12])[c:17]2[c:16]1[cH:21][cH:20][cH:19][c:18]2[Br:22].